This data is from the Open Reaction Database (ORD), a public repository of structured organic reaction records. The task is: describe an organic reaction: reactants, conditions, products, and yield The reactants are Cl.O(C)N (methoxylamine hydrochloride), C(C)(=O)[O-].[Na+] (sodium acetate), Cl.O(C)N (methoxylamine hydrochloride), C(C)(=O)[O-].[Na+] (sodium acetate), COC=1C(=CC2=C(OCCCC2=O)C1)CCN1CCC(CC1)N1C=CC2=CC=C(C=C12)C(=O)N (1-(1-(2-(8-methoxy-5-oxo-2,3,4,5-tetrahydrobenzo[b]oxepin-7-yl)ethyl)piperidin-4-yl)-1H-indole-6-carboxamide), [OH-].[Na+] (sodium hydroxide), C([O-])(O)=O.[Na+] (sodium bicarbonate). Solvent: C(Cl)(Cl)Cl (chloroform), CO (methanol), O1CCCC1 (tetrahydrofuran), C(Cl)(Cl)Cl (chloroform). Product: COC=1C(=CC2=C(OCCCC2=NOC)C1)CCN1CCC(CC1)N1C=CC2=CC=C(C=C12)C(=O)N (1-{1-[2-(8-methoxy-5-methoxyimino-2,3,4,5-tetrahydrobenzo[b]oxepin-7-yl)ethyl]piperidin-4-yl}-1H-indole-6-carboxamide). Isolated yield 67.9%. As a reaction SMILES: [CH3:1][O:2][C:3]1[C:4]([CH2:15][CH2:16][N:17]2[CH2:22][CH2:21][CH:20]([N:23]3[C:31]4[C:26](=[CH:27][CH:28]=[C:29]([C:32]([NH2:34])=[O:33])[CH:30]=4)[CH:25]=[CH:24]3)[CH2:19][CH2:18]2)=[CH:5][C:6]2[C:12](=O)[CH2:11][CH2:10][CH2:9][O:8][C:7]=2[CH:14]=1.Cl.[O:36]([NH2:38])[CH3:37].C([O-])(=O)C.[Na+].[OH-].[Na+].C(=O)(O)[O-].[Na+]>C(Cl)(Cl)Cl.O1CCCC1.CO>[CH3:1][O:2][C:3]1[C:4]([CH2:15][CH2:16][N:17]2[CH2:22][CH2:21][CH:20]([N:23]3[C:31]4[C:26](=[CH:27][CH:28]=[C:29]([C:32]([NH2:34])=[O:33])[CH:30]=4)[CH:25]=[CH:24]3)[CH2:19][CH2:18]2)=[CH:5][C:6]2[C:12](=[N:38][O:36][CH3:37])[CH2:11][CH2:10][CH2:9][O:8][C:7]=2[CH:14]=1 |f:1.2,3.4,5.6,7.8|. Reported procedure: 97 mg of 1-(1-(2-(8-methoxy-5-oxo-2,3,4,5-tetrahydrobenzo[b]oxepin-7-yl)ethyl)piperidin-4-yl)-1H-indole-6-carboxamide was dissolved in a mixed solution consisting of 4 ml of methanol, 2 ml of tetrahydrofuran, and 2 ml of chloroform. Thereafter, 105 mg of methoxylamine hydrochloride and 103 mg of sodium acetate were added to the reaction solution, and the obtained mixture was then stirred at room temperature. At the midpoint of the reaction, 1 g of methoxylamine hydrochloride and 1 g of sodium ac... Yields the product O=C1c2ccccc2C(=O)N1CCn1nc(-c2ccccc2)ccc1=O. Reaction SMILES: [CH2:61]1[O:62][CH2:63][CH2:64][CH2:65]1.[CH3:66][CH2:67][CH2:68][CH2:69][CH2:70][CH3:71].[O:1]=[C:2]1[NH:3][C:4](=[O:5])[c:6]2[cH:7][cH:8][cH:9][cH:10][c:11]21.[O:47]=[C:48]([O:49][CH:50]([CH3:51])[CH3:52])[N:53]=[N:54][C:55]([O:56][CH:57]([CH3:58])[CH3:59])=[O:60].[OH:31][CH2:32][CH2:33][n:34]1[n:35][c:36](-[c:41]2[cH:42][cH:43][cH:44][cH:45][cH:46]2)[cH:37][cH:38][c:39]1=[O:40].[c:12]1([P:13]([c:14]2[cH:15][cH:16][cH:17][cH:18][cH:19]2)[c:20]2[cH:21][cH:22][cH:23][cH:24][cH:25]2)[cH:26][cH:27][cH:28][cH:29][cH:30]1>>[O:1]=[C:2]1[N:3]([CH2:32][CH2:33][n:34]2[n:35][c:36](-[c:41]3[cH:42][cH:43][cH:44][cH:45][cH:46]3)[cH:37][cH:38][c:39]2=[O:40])[C:4](=[O:5])[c:6]2[cH:7][cH:8][cH:9][cH:10][c:11]21. Reactants: C1CCOC1, CCCCCC, O=C1NC(=O)c2ccccc21, CC(C)OC(=O)N=NC(=O)OC(C)C, O=c1ccc(-c2ccccc2)nn1CCO, c1ccc(P(c2ccccc2)c2ccccc2)cc1. The reactants are Cl.COC1=C(C=2CC3C(CNC3)C2C=C1)OC (6,7-Dimethoxy-1,2,3,3a,8,8a-hexahydro-indeno[1,2-c]pyrrole hydrochloride), C=O (formaldehyde), C(C)(=O)[O-].[Na+] (sodium acetate). The reagents and catalysts are [Pd] (Pd/C). Solvent: CO (methanol). The product is Cl.COC1=C(C=2CC3C(CN(C3)C)C2C=C1)OC (6,7-Dimethoxy-2-methyl-1,2,3,3a,8,8a-hexahydro-indeno[1,2-c]pyrrole hydrochloride). RXN SMILES: [ClH:1].[CH3:2][O:3][C:4]1[CH:15]=[CH:14][C:13]2[CH:9]3[CH2:10][NH:11][CH2:12][CH:8]3[CH2:7][C:6]=2[C:5]=1[O:16][CH3:17].C=O.[C:20]([O-])(=O)C.[Na+]>[Pd].CO>[ClH:1].[CH3:2][O:3][C:4]1[CH:15]=[CH:14][C:13]2[CH:9]3[CH2:10][N:11]([CH3:20])[CH2:12][CH:8]3[CH2:7][C:6]=2[C:5]=1[O:16][CH3:17] |f:0.1,3.4,7.8|. Procedure: 1.50 g. of the resultant compound of Example 6, 0.15 g. 5% Pd/C in 95 ml. methanol, 5 ml. 37% formaldehyde and 0.8 g. sodium acetate were hydrogenated at 3 atmospheres. The solution was concentrated after removal of the catalyst and the residue was made basic with KOH in water. This was extracted with CHCl3, dried (K2CO3) and concentrated. The residue was dissolved in acetonitrile and acidified with hydrochloric acid in ether to get 1.40 g. product, m.p. 160°-162° C. The reactants are C1CCOC1, CC1(C)CC2CC(C)(CN2C(=O)c2ccc(NC(=O)c3ccccc3)cc2)C1, CI, [H-], [Na+]. The product is CN(C(=O)c1ccccc1)c1ccc(C(=O)N2CC3(C)CC2CC(C)(C)C3)cc1. Reaction SMILES: [CH2:33]1[O:34][CH2:35][CH2:36][CH2:37]1.[CH3:1][C:2]12[CH2:3][C:4]([CH3:27])([CH3:28])[CH2:5][CH:6]([N:7]([C:9](=[O:10])[c:11]3[cH:12][cH:13][c:14]([NH:17][C:18]([c:19]4[cH:20][cH:21][cH:22][cH:23][cH:24]4)=[O:25])[cH:15][cH:16]3)[CH2:8]1)[CH2:26]2.[CH3:31][I:32].[H-:29].[Na+:30]>>[CH3:1][C:2]12[CH2:3][C:4]([CH3:27])([CH3:28])[CH2:5][CH:6]([N:7]([C:9](=[O:10])[c:11]3[cH:12][cH:13][c:14]([N:17]([C:18]([c:19]4[cH:20][cH:21][cH:22][cH:23][cH:24]4)=[O:25])[CH3:31])[cH:15][cH:16]3)[CH2:8]1)[CH2:26]2.